Dataset: the Open Reaction Database (ORD), a public repository of structured organic reaction records. Task: describe an organic reaction: reactants, conditions, products, and yield Reactants: CC1CN(C(=O)OC(C)(C)C)CC(C)N1Cc1cccc(C(=O)NC(C)(C)C)c1, Cl. Yields the product CC1CNCC(C)N1Cc1cccc(C(=O)NC(C)(C)C)c1, Cl. As a reaction SMILES: [C:1]([CH3:2])([CH3:3])([CH3:4])[NH:5][C:6](=[O:7])[c:8]1[cH:9][c:10]([CH2:11][N:12]2[CH:13]([CH3:26])[CH2:14][N:15]([C:19]([O:20][C:21]([CH3:22])([CH3:23])[CH3:24])=[O:25])[CH2:16][CH:17]2[CH3:18])[cH:27][cH:28][cH:29]1.[ClH:30]>>[C:1]([CH3:2])([CH3:3])([CH3:4])[NH:5][C:6](=[O:7])[c:8]1[cH:9][c:10]([CH2:11][N:12]2[CH:13]([CH3:26])[CH2:14][NH:15][CH2:16][CH:17]2[CH3:18])[cH:27][cH:28][cH:29]1.[ClH:30]. Starting materials: N1[C@H](C(=O)O)CCC1 (L-proline), [OH-].[Na+] (sodium hydroxide), BrC1=CC=C(C=C1)[C@@H](CC(=O)C1=CC(=NC=C1)C)C1=C(C=CC=C1)C ((R)-3-(4-Bromo-phenyl)-1-(2-methyl-pyridin-4-yl)-3-o-tolyl-propan-1-one), CS(=O)[O-].[Na+] (sodium methanesulfinate). Reagents/catalysts: [Cu]I (copper(I) iodide). The solvent is CS(=O)C (dimethyl sulfoxide), C(C)(=O)OCC (ethyl acetate), O (Water). Run at temperature 110 celsius, time 4 hour. The product is CS(=O)(=O)C1=CC=C(C=C1)[C@@H](CC(=O)C1=CC(=NC=C1)C)C1=C(C=CC=C1)C ((R)-3-(4-Methanesulfonyl-phenyl)-1-(2-methyl-pyridin-4-yl)-3-o-tolyl-propan-1-one). Isolated yield 57.0%. As a reaction SMILES: N1CCC[C@H]1C(O)=O.[OH-].[Na+].Br[C:12]1[CH:17]=[CH:16][C:15]([C@H:18]([C:29]2[CH:34]=[CH:33][CH:32]=[CH:31][C:30]=2[CH3:35])[CH2:19][C:20]([C:22]2[CH:27]=[CH:26][N:25]=[C:24]([CH3:28])[CH:23]=2)=[O:21])=[CH:14][CH:13]=1.[CH3:36][S:37]([O-:39])=[O:38].[Na+]>CS(C)=O.[Cu]I.C(OCC)(=O)C.O>[CH3:36][S:37]([C:12]1[CH:17]=[CH:16][C:15]([C@H:18]([C:29]2[CH:34]=[CH:33][CH:32]=[CH:31][C:30]=2[CH3:35])[CH2:19][C:20]([C:22]2[CH:27]=[CH:26][N:25]=[C:24]([CH3:28])[CH:23]=2)=[O:21])=[CH:14][CH:13]=1)(=[O:39])=[O:38] |f:1.2,4.5|. Procedure: To a solution of L-proline (35 mg) in dimethyl sulfoxide (4 mL) was added at room temperature sodium hydroxide (12 mg). The reaction mixture was stirred at room temperature for 30 min. (R)-3-(4-Bromo-phenyl)-1-(2-methyl-pyridin-4-yl)-3-o-tolyl-propan-1-one (example 142, step 2, 150 mg), sodium methanesulfinate (311 mg) and copper(I) iodide (58 mg) were added. The reaction mixture was heated at 110° C. and stirred for 4 hours. Water and ethyl acetate were added, the phases were separated and the ... Starting materials: Cl.C(C)OCC (hydrochloric acid ethyl ether), CN(C1=CC=C(CCN(C)CCN2C3=C(OCC4=C2C=CC=C4)C=CC=C3)C=C1)C (5,11-dihydro-5-[2-[N-(4-dimethylaminophenethyl)-N-methylamino]ethyl]dibenzo[b,e][1,4]oxazepine). Reaction conditions: time 1 hour. Yields the product Cl.Cl.CN(C1=CC=C(CCN(C)CCN2C3=C(OCC4=C2C=CC=C4)C=CC=C3)C=C1)C (5,11-Dihydro-5-[2-[N-(4-dimethylaminophenethyl)-N-methylamino]ethyl]dibenzo[b,e][1,4]oxazepine Dihydrochloride), crystals. Yield: 89.0%. Reaction SMILES: [ClH:1].C(OCC)C.[CH3:7][N:8]([CH3:36])[C:9]1[CH:35]=[CH:34][C:12]([CH2:13][CH2:14][N:15]([CH2:17][CH2:18][N:19]2[C:25]3[CH:26]=[CH:27][CH:28]=[CH:29][C:24]=3[CH2:23][O:22][C:21]3[CH:30]=[CH:31][CH:32]=[CH:33][C:20]2=3)[CH3:16])=[CH:11][CH:10]=1>>[ClH:1].[ClH:1].[CH3:36][N:8]([CH3:7])[C:9]1[CH:10]=[CH:11][C:12]([CH2:13][CH2:14][N:15]([CH2:17][CH2:18][N:19]2[C:25]3[CH:26]=[CH:27][CH:28]=[CH:29][C:24]=3[CH2:23][O:22][C:21]3[CH:30]=[CH:31][CH:32]=[CH:33][C:20]2=3)[CH3:16])=[CH:34][CH:35]=1 |f:0.1,3.4.5|. Procedure: 5 ml of 2 M hydrochloric acid/ethyl ether was added to 5,11-dihydro-5-[2-[N-(4-dimethylaminophenethyl)-N-methylamino]ethyl]dibenzo[b,e][1,4]oxazepine (184 mg, 0.46 mmol), and they were stirred for 1 hour. The solvent was evaporated under reduced pressure to obtain the title compound in the form of light green crystals (194 mg, 89%). Reactants: Cc1ccc2c(=O)ccn(C)c2c1, O=S(=O)(O)Cl, O. Product: Cc1ccc2c(=O)c(S(=O)(=O)Cl)cn(C)c2c1. Reaction SMILES: [CH3:1][n:2]1[cH:3][cH:4][c:5](=[O:13])[c:6]2[cH:7][cH:8][c:9]([CH3:12])[cH:10][c:11]12.[Cl:14][S:15](=[O:16])(=[O:17])[OH:18].[OH2:19]>>[CH3:1][n:2]1[cH:3][c:4]([S:15]([Cl:14])(=[O:16])=[O:17])[c:5](=[O:13])[c:6]2[cH:7][cH:8][c:9]([CH3:12])[cH:10][c:11]12. Starting materials: N[C@@H](C(C)(O)C)C1=CC=CC=C1 ((1R)-1-Amino-2-methyl-1-phenyl-2-propanol), ClC(C(=O)Cl)(Cl)Cl (trichloroacetyl chloride). The solvent is N1=CC=CC=C1 (pyridine). Conditions: time 10 minute. The product is OC([C@@H](C1=CC=CC=C1)NC(C(Cl)(Cl)Cl)=O)(C)C (N-[(1R)-2-Hydroxy-2-methyl-1-phenylpropyl]-2,2,2-trichloroethanamide). Isolated yield 67.0%. Reaction SMILES: [NH2:1][C@H:2]([C:7]1[CH:12]=[CH:11][CH:10]=[CH:9][CH:8]=1)[C:3]([CH3:6])([OH:5])[CH3:4].[Cl:13][C:14]([Cl:19])([Cl:18])[C:15](Cl)=[O:16]>N1C=CC=CC=1>[OH:5][C:3]([CH3:6])([CH3:4])[C@H:2]([NH:1][C:15](=[O:16])[C:14]([Cl:19])([Cl:18])[Cl:13])[C:7]1[CH:12]=[CH:11][CH:10]=[CH:9][CH:8]=1. Procedure details: To a solution of (13) (1.413 g, 8.56 mmol) in pyridine (24 ml) at 0° C. was added trichloroacetyl chloride (1.05 ml, 9.41 mmol). After stirring at this temperature for 10 minutes the reaction mixture was stirred overnight at room temperature. The reaction was quenched by the addition of saturated aqueous sodium chloride solution, after which the product was extracted with dichloromethane and the combined organic extracts were washed with hydrochloric acid (1M). Concentration in vacuo and purific... Reactants: FC=1C=C(C(=O)O)C(=CC1)S(NC(F)(F)F)(=O)=O (3-fluoro-6-(trifluoromethylsulfamoyl)-benzoic acid), CNCC(O)C1OC(OC1)(C)C (2-methylamino-1-(2,2-dimethyl-1,3-dioxolan-4-yl)-ethanol). Procedure: Analogously to Example 22(a), 4.31 g (15 mmol) of 3-fluoro-6-(trifluoromethylsulfamoyl)-benzoic acid is reacted with 3.22 g (20 mmol) of 2-methylamino-1-(2,2-dimethyl-1,3-dioxolan-4-yl)-ethanol and the crude product is purified by chromatography on silica gel with ethyl acetate/hexane. 4.93 g=76.3% of the theoretical yield is obtained as an amorphous solid. Yields the product OC(CN(C(C1=CC(=CC=C1S(NC(F)(F)F)(=O)=O)F)=O)C)C1OC(OC1)(C)C (3-Fluoro-6-(trifluoromethylsulfamoyl)-benzoic acid-[2-hydroxy-2-(2,2-dimethyl-1,3-dioxolan-4-yl)-ethyl-N-methyl-amide]). Reaction SMILES: [F:1][C:2]1[CH:3]=[C:4]([C:8]([S:11](=[O:18])(=[O:17])[NH:12][C:13]([F:16])([F:15])[F:14])=[CH:9][CH:10]=1)[C:5]([OH:7])=O.[CH3:19][NH:20][CH2:21][CH:22]([CH:24]1[CH2:28][O:27][C:26]([CH3:30])([CH3:29])[O:25]1)[OH:23]>>[OH:23][CH:22]([CH:24]1[CH2:28][O:27][C:26]([CH3:30])([CH3:29])[O:25]1)[CH2:21][N:20]([CH3:19])[C:5](=[O:7])[C:4]1[C:8]([S:11](=[O:18])(=[O:17])[NH:12][C:13]([F:16])([F:15])[F:14])=[CH:9][CH:10]=[C:2]([F:1])[CH:3]=1. Reactants: ClC=1C=CC(=C(/C=C/C(=O)OC)C1)NS(=O)(=O)C1=CC=CC=C1 (methyl trans-5-chloro-2-(phenylsulfonylamino)cinnamate), Br.BrCC(=O)C=1N(C=CN1)C (2-bromoacetyl-1-methylimidazole hydrobromide). RXN SMILES: [Cl:1][C:2]1[CH:3]=[CH:4][C:5]([NH:14]S(C2C=CC=CC=2)(=O)=O)=[C:6]([CH:13]=1)/[CH:7]=[CH:8]/[C:9]([O:11][CH3:12])=[O:10].Br.Br[CH2:26][C:27]([C:29]1[N:30]([CH3:34])[CH:31]=[CH:32][N:33]=1)=[O:28]>>[CH3:12][O:11][C:9](=[O:10])[CH2:8][C:7]1[C:6]2[C:5](=[CH:4][CH:3]=[C:2]([Cl:1])[CH:13]=2)[NH:14][C:26]=1[C:27]([C:29]1[N:30]([CH3:34])[CH:31]=[CH:32][N:33]=1)=[O:28] |f:1.2|. Reported procedure: The title compound was prepared according to the procedure described in Example 57 from methyl trans-5-chloro-2-(phenylsulfonylamino)cinnamate (Example 36, step 3) and 2-bromoacetyl-1-methylimidazole hydrobromide (Preparation is described in Example 241). Product: COC(CC1=C(NC2=CC=C(C=C12)Cl)C(=O)C=1N(C=CN1)C)=O (Methyl[5-chloro-2-(1-methylimidazole-2-carbonyl)-1H-indol-3-yl]acetate). Starting materials: Cl (hydrochloric acid), C(#N)C=1C=C(C=CC1OCC(C)C)C=1SC(=C(N1)C)C(=O)OCC (Ethyl 2-(3-cyano-4-isobutoxyphenyl)-4-methylthiazole-5-carboxylate), CC(=O)C (acetone), [OH-].[Na+] (sodium hydroxide). The solvent is C(C)(=O)OCC (ethyl acetate), O (water), O (water). Reaction conditions: temperature 25 celsius. Product: CC1=C(SC(=N1)C=2C=CC(=C(C2)C#N)OCC(C)C)C(=O)O (Febuxostat). Isolated yield 2.2%. RXN SMILES: [C:1]([C:3]1[CH:4]=[C:5]([C:14]2[S:15][C:16]([C:20]([O:22]CC)=[O:21])=[C:17]([CH3:19])[N:18]=2)[CH:6]=[CH:7][C:8]=1[O:9][CH2:10][CH:11]([CH3:13])[CH3:12])#[N:2].CC(C)=O.[OH-].[Na+].Cl>C(OCC)(=O)C.O>[CH3:19][C:17]1[N:18]=[C:14]([C:5]2[CH:6]=[CH:7][C:8]([O:9][CH2:10][CH:11]([CH3:13])[CH3:12])=[C:3]([C:1]#[N:2])[CH:4]=2)[S:15][C:16]=1[C:20]([OH:22])=[O:21] |f:2.3|. Reported procedure: Ethyl 2-(3-cyano-4-isobutoxyphenyl)-4-methylthiazole-5-carboxylate (50.0 g), acetone (500 mL), water (200 mL), and sodium hydroxide (6.96 g) were placed into a round bottom flask and heated to reflux. The mixture was maintained under reflux until reaction completion. After the reaction was completed, the mass was cooled to about 25° C., water (500 mL) and ethyl acetate (500 mL) were added, and the pH was adjusted to about 1 to 2 with hydrochloric acid (10.3 mL). The organic layer was separated a...